describe an organic reaction: reactants, conditions, products, and yield From a dataset of the Open Reaction Database (ORD), a public repository of structured organic reaction records. RXN SMILES: [C:13](=[O:14])([O-:15])[O-:16].[CH2:1]([CH2:2][CH2:3][CH3:4])[c:5]1[nH:6][c:7]([CH:11]=[O:12])[c:8]([Cl:10])[n:9]1.[CH3:28][N:29]([CH3:30])[CH:31]=[O:32].[I:19][c:20]1[cH:21][cH:22][c:23]([CH2:24][Br:25])[cH:26][cH:27]1.[K+:17].[K+:18]>>[CH2:1]([CH2:2][CH2:3][CH3:4])[c:5]1[n:6]([CH2:24][c:23]2[cH:22][cH:21][c:20]([I:19])[cH:27][cH:26]2)[c:7]([CH:11]=[O:12])[c:8]([Cl:10])[n:9]1. Yields the product CCCCc1nc(Cl)c(C=O)n1Cc1ccc(I)cc1. Starting materials: O=C([O-])[O-], CCCCc1nc(Cl)c(C=O)[nH]1, CN(C)C=O, BrCc1ccc(I)cc1, [K+], [K+].